From a dataset of the Open Reaction Database (ORD), a public repository of structured organic reaction records. describe an organic reaction: reactants, conditions, products, and yield Starting materials: B1(OB(OB(O1)C)C)C, c1c(c(c2c(c1)C(OC2)=O)I)Br. Reagents/catalysts: c1ccc(cc1)-c2c3ccccc3cc4ccccc24 (9-Phenylanthracene), [OH-].[Na+]Â Â  (NaOH), O (water), P(C1CCCC1)(c1ccccc1)c1ccccc1.P(C1CCCC1)(c1ccccc1)c1ccccc1.C(Cl)Cl.[Pd](Cl)Cl.[Fe] (Pd(dppf)2Cl2). The solvent is CC1=CC=CC=C1 (Toluene). Conditions: time nan hour. Yields the product Cc1c(Br)ccc2C(=O)OCc12. RXN SMILES: [Br:1][c:2]1[c:11](I)[c:10]([c:5]2[cH:4][cH:3]1)[CH2:9][O:8][C:6]2=[O:7].[CH3:12]B1OB(C)OB(C)O1>>[CH3:12][c:11]1[c:10]([c:5]2[cH:4][cH:3][c:2]1[Br:1])[CH2:9][O:8][C:6]2=[O:7]. Starting materials: C(=O)(O)C12CCC(CC1)(CC2)NCC(=O)N2[C@@H](C[C@@H](C2)F)C#N ((2S,4S)-1-[[N-(4-carboxybicyclo[2.2.2]oct-1-yl)amino]acetyl]-4-fluoropyrrolidine-2-carbonitrile), C(C=C)N (allylamine). Yields the product F[C@H]1C[C@H](N(C1)C(CNC12CCC(CC1)(CC2)C(=O)NCC=C)=O)C#N ((2S,4S)-4-fluoro-1-[[N-[4-[N-(2-propenyl)amino]carbonylbicyclo[2.2.2]oct-1-yl]amino]acetyl]pyrrolidine-2-carbonitrile). RXN SMILES: [C:1]([C:4]12[CH2:11][CH2:10][C:7]([NH:12][CH2:13][C:14]([N:16]3[CH2:20][C@@H:19]([F:21])[CH2:18][C@H:17]3[C:22]#[N:23])=[O:15])([CH2:8][CH2:9]1)[CH2:6][CH2:5]2)(O)=[O:2].[CH2:24]([NH2:27])[CH:25]=[CH2:26]>>[F:21][C@@H:19]1[CH2:20][N:16]([C:14](=[O:15])[CH2:13][NH:12][C:7]23[CH2:10][CH2:11][C:4]([C:1]([NH:27][CH2:24][CH:25]=[CH2:26])=[O:2])([CH2:9][CH2:8]2)[CH2:5][CH2:6]3)[C@H:17]([C:22]#[N:23])[CH2:18]1. Procedure: In a similar manner to Example 51, (2S,4S)-1-[[N-(4-carboxybicyclo[2.2.2]oct-1-yl)amino]acetyl]-4-fluoropyrrolidine-2-carbonitrile (30.0 mg) and allylamine (14.0 μL) were used to obtain (2S,4S)-4-fluoro-1-[[N-[4-[N-(2-propenyl)amino]carbonylbicyclo[2.2.2]oct-1-yl]amino]acetyl]pyrrolidine-2-carbonitrile (15.7 mg).